This data is from the Open Reaction Database (ORD), a public repository of structured organic reaction records. The task is: describe an organic reaction: reactants, conditions, products, and yield Starting materials: FC1=CC=C(C=C1)C1=C(N=C(S1)CO)C(=O)O (5-(4-fluoro-phenyl)-2-hydroxymethyl-thiazole-4-carboxylic acid), CCN=C=NCCCN(C)C.Cl (EDC.HCl), ON1N=NC2=C1C=CC=C2 (1-hydroxybenzotriazole), FC1=CC2=C(NC(=N2)CC2NCCCC2)C=C1F ((RS)-5,6-difluoro-2-piperidin-2-ylmethyl-1H-benzoimidazole). Solvent: CN(C)C=O (DMF). Conditions: time 16 hour. The product is FC1=CC2=C(NC(=N2)CC2N(CCCC2)C(=O)C=2N=C(SC2C2=CC=C(C=C2)F)CO)C=C1F ((RS)-1-[2-(5,6-Difluoro-1H-benzoimidazol-2-ylmethyl)-piperidin-1-yl]-1-[5-(4-fluoro-phenyl)-2-hydroxymethyl-thiazol-4-yl]-methanone). The yield is 36.0%. As a reaction SMILES: [F:1][C:2]1[CH:7]=[CH:6][C:5]([C:8]2[S:12][C:11]([CH2:13][OH:14])=[N:10][C:9]=2[C:15]([OH:17])=O)=[CH:4][CH:3]=1.CCN=C=NCCCN(C)C.Cl.ON1C2C=CC=CC=2N=N1.[F:40][C:41]1[C:56]([F:57])=[CH:55][C:44]2[NH:45][C:46]([CH2:48][CH:49]3[CH2:54][CH2:53][CH2:52][CH2:51][NH:50]3)=[N:47][C:43]=2[CH:42]=1>CN(C=O)C>[F:40][C:41]1[C:56]([F:57])=[CH:55][C:44]2[NH:45][C:46]([CH2:48][CH:49]3[CH2:54][CH2:53][CH2:52][CH2:51][N:50]3[C:15]([C:9]3[N:10]=[C:11]([CH2:13][OH:14])[S:12][C:8]=3[C:5]3[CH:4]=[CH:3][C:2]([F:1])=[CH:7][CH:6]=3)=[O:17])=[N:47][C:43]=2[CH:42]=1 |f:1.2|. Reported procedure: A stirring solution of 5-(4-fluoro-phenyl)-2-hydroxymethyl-thiazole-4-carboxylic acid (632 mg, 2.0 mmol, 80% pure), EDC.HCl (311 mg, 2.0 mmol) and 1-hydroxybenzotriazole (270 mg, 2.0 mmol) in DMF (20 ml) was treated with (RS)-5,6-difluoro-2-piperidin-2-ylmethyl-1H-benzoimidazole, D18 (500 mg, 2.0 mmol). The reaction mixture was stirred at room temperature, under argon for 16 h. The DMF was removed in vacuo and the residue was partitioned between ethyl acetate and water. The organic phase was dri... The reactants are ClC1=CC=C(CSC2=CC=C(C=C2)Cl)C=C1 (4-chlorophenyl 4-chlorobenzyl sulfide), ClC1=CC=C(CO)C=C1 (4-chlorobenzyl alcohol), [H+].[B-](F)(F)(F)F (hydrogen tetrafluoroborate). Solvent: C(Cl)Cl (methylene chloride). Product: F[B-](F)(F)F.ClC1=CC=C(C=C1)[S+](CC1=CC=C(C=C1)Cl)CC1=CC=C(C=C1)Cl (4-chlorophenylbis(4-chlorobenzyl)sulfonium tetrafluoroborate). Yield: 77.4%. Reaction SMILES: [Cl:1][C:2]1[CH:16]=[CH:15][C:5]([CH2:6][S:7][C:8]2[CH:13]=[CH:12][C:11]([Cl:14])=[CH:10][CH:9]=2)=[CH:4][CH:3]=1.[Cl:17][C:18]1[CH:25]=[CH:24][C:21]([CH2:22]O)=[CH:20][CH:19]=1.[H+].[B-:27]([F:31])([F:30])([F:29])[F:28]>C(Cl)Cl>[F:28][B-:27]([F:31])([F:30])[F:29].[Cl:14][C:11]1[CH:12]=[CH:13][C:8]([S+:7]([CH2:22][C:21]2[CH:24]=[CH:25][C:18]([Cl:17])=[CH:19][CH:20]=2)[CH2:6][C:5]2[CH:15]=[CH:16][C:2]([Cl:1])=[CH:3][CH:4]=2)=[CH:9][CH:10]=1 |f:2.3,5.6|. Reported procedure: 5.2 g (19.4 mmol) of 4-chlorophenyl 4-chlorobenzyl sulfide, 4.14 g (29.0 mmol) of 4-chlorobenzyl alcohol and 14.15 g (87 mmol) of hydrogen tetrafluoroborate (54% in diethyl ether) in 20 ml of methylene chloride are reacted as in Example 6a) to give 7.23 g (77.4% of theory) of 4-chlorophenylbis(4-chlorobenzyl)sulfonium tetrafluoroborate in the form of white-beige crystals of melting point 147°-148° C. Reactants: O=[O+][O-] (O3), C1=CC=C(C=C1)P(C2=CC=CC=C2)C3=CC=CC=C3 (PPh3), [Si](C)(C)(C(C)(C)C)OC(C)C=1OC(C2=CC=CC=C2C1C=C)=O (3-(1-((tert-butyldimethylsilyl)oxy)ethyl)-4-vinyl-1H-isochromen-1-one), [Si](C)(C)(C(C)(C)C)OC(C)C=1OC(C2=CC=CC=C2C1C=C)=O (3-(1-((tert-butyldimethylsilyl)oxy)ethyl)-4-vinyl-1H-isochromen-1-one). Solvent: C(Cl)Cl (DCM), O=O (O2), C(Cl)Cl (DCM). Run at time 8 hour. Product: [Si](C)(C)(C(C)(C)C)OC(C)C=1OC(C2=CC=CC=C2C1C=O)=O (3-(1-((tert-butyldimethylsilyl)oxy)ethyl)-1-oxo-1H-isochromene-4-carbaldehyde). As a reaction SMILES: [O:1]=[O+][O-].[Si:4]([O:11][CH:12]([C:14]1[O:15][C:16](=[O:26])[C:17]2[C:22]([C:23]=1[CH:24]=C)=[CH:21][CH:20]=[CH:19][CH:18]=2)[CH3:13])([C:7]([CH3:10])([CH3:9])[CH3:8])([CH3:6])[CH3:5].C1C=CC(P(C2C=CC=CC=2)C2C=CC=CC=2)=CC=1>O=O.C(Cl)Cl>[Si:4]([O:11][CH:12]([C:14]1[O:15][C:16](=[O:26])[C:17]2[C:22]([C:23]=1[CH:24]=[O:1])=[CH:21][CH:20]=[CH:19][CH:18]=2)[CH3:13])([C:7]([CH3:10])([CH3:8])[CH3:9])([CH3:6])[CH3:5]. Procedure: A slow stream of O3 in O2 was passed through a −78° C. cooled solution of 3-(1-((tert-butyldimethylsilyl)oxy)ethyl)-4-vinyl-1H-isochromen-1-one (intermediate B59.1, 2.967 g of crude) in DCM (100 ml) for 1.5 hrs. The excess of 03 was purged by N2 bubbling, then a solution of PPh3 (2.316 g, 8.83 mmol) in DCM (20 ml) was added. The solution was allowed to reach 25° C. and it was stirred overnight. The solvent was removed in vacuo and the crude material was purified by flash chromatography on Biotag...